From a dataset of the Open Reaction Database (ORD), a public repository of structured organic reaction records. describe an organic reaction: reactants, conditions, products, and yield The reactants are CC([O-])=S, CC(C)=O, COC(=O)C1C=CCN2C(=O)C(C)(CCI)C(=O)N12, [K+]. Product: COC(=O)C1C=CCN2C(=O)C(C)(CCSC(C)=O)C(=O)N12. Reaction SMILES: [C:20]([CH3:21])(=[S:22])[O-:23].[CH3:25][C:26](=[O:27])[CH3:28].[I:1][CH2:2][CH2:3][C:4]1([CH3:19])[C:5](=[O:18])[N:6]2[N:7]([CH2:8][CH:9]=[CH:10][CH:11]2[C:12](=[O:13])[O:14][CH3:15])[C:16]1=[O:17].[K+:24]>>[CH2:2]([CH2:3][C:4]1([CH3:19])[C:5](=[O:18])[N:6]2[N:7]([CH2:8][CH:9]=[CH:10][CH:11]2[C:12](=[O:13])[O:14][CH3:15])[C:16]1=[O:17])[S:22][C:20]([CH3:21])=[O:23].